This data is from the Open Reaction Database (ORD), a public repository of structured organic reaction records. The task is: describe an organic reaction: reactants, conditions, products, and yield Reactants: [I-].C[S+](=O)(C)C (trimethylsulfoxonium iodide), CC(C)([O-])C.[K+] (potassium tert-butoxide), C([O-])(O)=O.[Na+] (sodium bicarbonate), FC1=C(C=CC(=C1)F)C(C(F)(F)C1=CC=C(C=N1)OC1=CC=C(C#N)C=C1)=O (4-((6-(2-(2,4-Difluorophenyl)-1,1-difluoro-2oxoethyl)pyridin-3-yl)oxy)benzonitrile). Solvent: C1CCOC1.CS(=O)C (THF DMSO), [Cl-].[Na+].O (Brine), C1CCOC1 (THF). Run at time 1 hour. The product is FC1=C(C=CC(=C1)F)C1(OC1)C(C1=CC=C(C=N1)OC1=CC=C(C#N)C=C1)(F)F (4-((6-((2-(2,4-difluorophenyl)oxiran-2-yl)difluoromethyl)pyridin-3-yl)oxy)benzonitrile). Isolated yield 44.2%. Reaction SMILES: [I-].C[S+](C)(C)=O.[CH3:7]C(C)([O-])C.[K+].[F:13][C:14]1[CH:19]=[C:18]([F:20])[CH:17]=[CH:16][C:15]=1[C:21](=[O:40])[C:22]([C:25]1[N:30]=[CH:29][C:28]([O:31][C:32]2[CH:39]=[CH:38][C:35]([C:36]#[N:37])=[CH:34][CH:33]=2)=[CH:27][CH:26]=1)([F:24])[F:23].C(=O)(O)[O-].[Na+]>C1COCC1.CS(C)=O.C1COCC1.[Cl-].[Na+].O>[F:13][C:14]1[CH:19]=[C:18]([F:20])[CH:17]=[CH:16][C:15]=1[C:21]1([C:22]([F:23])([F:24])[C:25]2[N:30]=[CH:29][C:28]([O:31][C:32]3[CH:39]=[CH:38][C:35]([C:36]#[N:37])=[CH:34][CH:33]=3)=[CH:27][CH:26]=2)[CH2:7][O:40]1 |f:0.1,2.3,5.6,7.8,10.11.12|. Procedure details: To a magnetically stirred solution of trimethylsulfoxonium iodide (6.4 g, 29.42 mmol) in dry THF/DMSO (10:6) was added potassium tert-butoxide (3.302 g, 29.42 mmol) under a N2 atmosphere. The reaction mixture was stirred at room temperature for 1 h and then cooled to 0° C. 4-((6-(2-(2,4-Difluorophenyl)-1,1-difluoro-2oxoethyl)pyridin-3-yl)oxy)benzonitrile (8.737 g, 22.63 mmol) in THF (40 mL) was added slowly to maintain the temperature below 5° C. The reaction mixture was maintained at 0° C. for ... The reactants are CCCCN(C(=O)OCc1ccccc1)C1CCCN(P(N)(N)=O)C1=O, CCO, O, [Pd]. Product: CCCCNC1CCCN(P(N)(N)=O)C1=O. RXN SMILES: [CH2:1]([CH2:2][CH2:3][CH3:4])[N:5]([CH:6]1[C:7](=[O:16])[N:8]([P:12](=[O:13])([NH2:14])[NH2:15])[CH2:9][CH2:10][CH2:11]1)[C:17]([O:18][CH2:19][c:20]1[cH:21][cH:22][cH:23][cH:24][cH:25]1)=[O:26].[CH3:27][CH2:28][OH:29].[OH2:30].[Pd:31]>>[CH2:1]([CH2:2][CH2:3][CH3:4])[NH:5][CH:6]1[C:7](=[O:16])[N:8]([P:12](=[O:13])([NH2:14])[NH2:15])[CH2:9][CH2:10][CH2:11]1. As a reaction SMILES: [CH3:19][O:20][c:21]1[c:22]([N:27]2[CH2:28][CH2:29][N:30]([CH2:33][CH2:34][Cl:35])[CH2:31][CH2:32]2)[cH:23][cH:24][cH:25][cH:26]1.[CH3:1][O:2][c:3]1[cH:4][c:5]2[c:6](=[O:16])[nH:7][c:8](=[O:15])[nH:9][c:10]2[cH:11][c:12]1[O:13][CH3:14].[CH3:37][N:38]([CH3:39])[CH:40]=[O:41].[H-:17].[Na+:18].[OH2:36]>>[CH3:1][O:2][c:3]1[cH:4][c:5]2[c:6](=[O:16])[n:7]([CH2:34][CH2:33][N:30]3[CH2:29][CH2:28][N:27]([c:22]4[c:21]([O:20][CH3:19])[cH:26][cH:25][cH:24][cH:23]4)[CH2:32][CH2:31]3)[c:8](=[O:15])[nH:9][c:10]2[cH:11][c:12]1[O:13][CH3:14]. Product: COc1cc2[nH]c(=O)n(CCN3CCN(c4ccccc4OC)CC3)c(=O)c2cc1OC. Starting materials: COc1ccccc1N1CCN(CCCl)CC1, COc1cc2[nH]c(=O)[nH]c(=O)c2cc1OC, CN(C)C=O, [H-], [Na+], O.